Dataset: the Open Reaction Database (ORD), a public repository of structured organic reaction records. Task: describe an organic reaction: reactants, conditions, products, and yield Reactants: C[C@@]12[C@H](CC[C@H]1[C@@H]1CCC3=C[C@H](CC[C@]3(CO)[C@H]1CC2)O)O (Androst-4-ene-3β,17β,19-triol), C[Si](C)(C)CC(=O)N (trimethylsilylacetamide). Solvent: N1=CC=CC=C1 (pyridine). Yields the product C[Si](O[C@@H]1C=C2CC[C@H]3[C@@H]4CC[C@@H]([C@@]4(C)CC[C@@H]3[C@]2(CC1)CO[Si](C)(C)C)O[Si](C)(C)C)(C)C (3β,17β,19-tri(trimethylsiloxy)androst-4-ene). As a reaction SMILES: [CH3:1][C@:2]12[CH2:20][CH2:19][C@H:18]3[C@@H:7]([CH2:8][CH2:9][C:10]4[C@:15]3([CH2:16][OH:17])[CH2:14][CH2:13][C@H:12]([OH:21])[CH:11]=4)[C@@H:6]1[CH2:5][CH2:4][C@@H:3]2[OH:22].C[Si:24]([CH2:27]C(N)=O)([CH3:26])[CH3:25]>N1C=CC=CC=1>[CH3:25][Si:24]([CH3:27])([CH3:26])[O:21][C@H:12]1[CH2:13][CH2:14][C@@:15]2([CH2:16][O:17][Si:24]([CH3:27])([CH3:26])[CH3:25])[C:10]([CH2:9][CH2:8][C@@H:7]3[C@@H:18]2[CH2:19][CH2:20][C@@:2]2([CH3:1])[C@H:6]3[CH2:5][CH2:4][C@@H:3]2[O:22][Si:24]([CH3:27])([CH3:26])[CH3:25])=[CH:11]1. Procedure: Androst-4-ene-3β,17β,19-triol is dissolved in dry pyridine and trimethylsilylacetamide added thereto. The reaction is completed at room temperature within a few minutes. The pyridine is removed under reduced pressure and the residue purified from an acetone-hexane solution to yield the desired 3β,17β,19-tri(trimethylsiloxy)androst-4-ene. Reaction conditions: temperature -15 celsius, time 10 minute. Starting materials: N1([C@H](C(=O)O)CCC1)C(=O)OCC1=CC=CC=C1 (Z-Pro-OH), CN1CCOCC1 (NMM), C(#N)C1=CC=C(CN)C=C1 (4-(cyano)benzylamine). As a reaction SMILES: [N:1]1([C:9]([O:11][CH2:12][C:13]2[CH:18]=[CH:17][CH:16]=[CH:15][CH:14]=2)=[O:10])[CH2:8][CH2:7][CH2:6][C@H:2]1[C:3]([OH:5])=[O:4].CN1CCOCC1.[C:26]([C:28]1[CH:35]=[CH:34][C:31]([CH2:32][NH2:33])=[CH:30][CH:29]=1)#[N:27]>C1COCC1>[N:1]1([C:9]([O:11][CH2:12][C:13]2[CH:14]=[CH:15][CH:16]=[CH:17][CH:18]=2)=[O:10])[CH2:8][CH2:7][CH2:6][C@H:2]1[C:3]([OH:5])=[O:4].[C:26]([C:28]1[CH:35]=[CH:34][C:31]([CH2:32][NH-:33])=[CH:30][CH:29]=1)#[N:27] |f:4.5|. The solvent is C1CCOC1 (THF). Product: N1([C@H](C(=O)O)CCC1)C(=O)OCC1=CC=CC=C1.C(#N)C1=CC=C(C[NH-])C=C1 (Z-Pro 4-(cyano)benzylamide). Procedure: 7.27 g (29.16 mmol) Z-Pro-OH and 3.2 ml (29.16 mmol) NMM were dissolved under stirring in 200 ml THF. Then the mixture was cooled to −15° C. and 3.79 ml (29.16 mmol) CKIBE were added. After about 10 minutes at −15° C., 4.24 g (32 mmol) 4-(cyano)benzylamine were added and stirring was continued for one hour at −15° C. and for another 12 hours at room temperature. The solvent was removed under vacuum; the residue was dissolved in 500 ml EE, and washed three times with 5% KHSO4 solution, one time w... Procedure: Following a procedure analogous to that for the synthesis of Intermediate 271F, 3-benzyl 1-methyl 4-(4-(dibutylcarbamoyl)-1H-imidazol-2-yl)isophthalate (200 mg, 0.4 mmol) and (3-bromopropyl)benzene (97 mg, 0.48 mmol) were converted the title compound (187 mg, 74%). 1H NMR (CDCl3) 8.65 (d, J=1.6 Hz, 1H), 8.20 (dd, J=8.0, 1.6 Hz, 1H), 7.53 (s, 1H), 7.43 (d, J=8.0 Hz, 1H), 7.33-7.30 (m, 4H), 7.24-7.14 (m, 4H), 6.94 (d, J=8.0 Hz, 2H), 5.13 (s, 2H), 4.00 (s, 3H), 3.99 (br s, 2H), 3.52 (t, J=7.6 Hz, 2... The yield is 76.7%. Product: C(CCC)N(C(=O)C=1N=C(N(C1)CCCC1=CC=CC=C1)C1=C(C=C(C(=O)OC)C=C1)C(=O)OCC1=CC=CC=C1)CCCC (3-Benzyl 1-methyl 4-(4-(dibutylcarbamoyl)-1-(3-phenylpropyl)-1H-imidazol-2-yl)isophthalate). Starting materials: Intermediate 271F, C(CCC)N(C(=O)C=1N=C(NC1)C1=C(C=C(C(=O)OC)C=C1)C(=O)OCC1=CC=CC=C1)CCCC (3-benzyl 1-methyl 4-(4-(dibutylcarbamoyl)-1H-imidazol-2-yl)isophthalate), BrCCCC1=CC=CC=C1 ((3-bromopropyl)benzene). RXN SMILES: [CH2:1]([N:5]([CH2:33][CH2:34][CH2:35][CH3:36])[C:6]([C:8]1[N:9]=[C:10]([C:13]2[CH:22]=[CH:21][C:16]([C:17]([O:19][CH3:20])=[O:18])=[CH:15][C:14]=2[C:23]([O:25][CH2:26][C:27]2[CH:32]=[CH:31][CH:30]=[CH:29][CH:28]=2)=[O:24])[NH:11][CH:12]=1)=[O:7])[CH2:2][CH2:3][CH3:4].Br[CH2:38][CH2:39][CH2:40][C:41]1[CH:46]=[CH:45][CH:44]=[CH:43][CH:42]=1>>[CH2:33]([N:5]([CH2:1][CH2:2][CH2:3][CH3:4])[C:6]([C:8]1[N:9]=[C:10]([C:13]2[CH:22]=[CH:21][C:16]([C:17]([O:19][CH3:20])=[O:18])=[CH:15][C:14]=2[C:23]([O:25][CH2:26][C:27]2[CH:28]=[CH:29][CH:30]=[CH:31][CH:32]=2)=[O:24])[N:11]([CH2:38][CH2:39][CH2:40][C:41]2[CH:46]=[CH:45][CH:44]=[CH:43][CH:42]=2)[CH:12]=1)=[O:7])[CH2:34][CH2:35][CH3:36]. Starting materials: OC(C)(C)C=1N(C=C(N1)C(=O)O)COCC[Si](C)(C)C (2-(2-hydroxypropan-2-yl)-1-((2-(trimethylsilyl)ethoxy)-methyl)-1H-imidazole-4-carboxylic acid), N[C@H](CN1N=C(C=C1)C1=CC(=C(C#N)C(=C1)F)Cl)C ((S)-4-(1-(2-amino-propyl)-1H-pyrazol-3-yl)-2-chloro-6-fluorobenzonitrile). The product is ClC=1C=C(C=C(C1C#N)F)C1=NN(C=C1)C[C@H](C)NC(=O)C=1N=C(N(C1)COCC[Si](C)(C)C)C(C)(C)O ((S)—N-(1-(3-(3-Chloro-4-cyano-5-fluorophenyl)-1H-pyrazol-1-yl)propan-2-yl)-2-(2-hydroxypropan-2-yl)-1-((2-(trimethylsilyl)ethoxy)methyl)-1H-imidazole-4-carboxamide). Reaction SMILES: [OH:1][C:2]([C:5]1[N:6]([CH2:13][O:14][CH2:15][CH2:16][Si:17]([CH3:20])([CH3:19])[CH3:18])[CH:7]=[C:8]([C:10]([OH:12])=O)[N:9]=1)([CH3:4])[CH3:3].[NH2:21][C@@H:22]([CH3:39])[CH2:23][N:24]1[CH:28]=[CH:27][C:26]([C:29]2[CH:36]=[C:35]([F:37])[C:32]([C:33]#[N:34])=[C:31]([Cl:38])[CH:30]=2)=[N:25]1>>[Cl:38][C:31]1[CH:30]=[C:29]([C:26]2[CH:27]=[CH:28][N:24]([CH2:23][C@@H:22]([NH:21][C:10]([C:8]3[N:9]=[C:5]([C:2]([OH:1])([CH3:3])[CH3:4])[N:6]([CH2:13][O:14][CH2:15][CH2:16][Si:17]([CH3:20])([CH3:19])[CH3:18])[CH:7]=3)=[O:12])[CH3:39])[N:25]=2)[CH:36]=[C:35]([F:37])[C:32]=1[C:33]#[N:34]. Procedure: The title compound was prepared using the procedure described in Example 32(e) starting from 2-(2-hydroxypropan-2-yl)-1-((2-(trimethylsilyl)ethoxy)-methyl)-1H-imidazole-4-carboxylic acid (400 mg, 1.33 mmol) and (S)-4-(1-(2-amino-propyl)-1H-pyrazol-3-yl)-2-chloro-6-fluorobenzonitrile (370 mg, 1.33 mmol). The product was purified with flash-chromatography. Yield 305 mg. LC-MS: [M+1]=561.17.